From a dataset of the Open Reaction Database (ORD), a public repository of structured organic reaction records. describe an organic reaction: reactants, conditions, products, and yield Starting materials: COC=1C=C(C=O)C=C(C1O)OC (3,5-dimethoxy-4-hydroxybenzaldehyde), N1C(=O)NC(=O)C1 (hydantoin), NCCC(=O)O (β-alanine). The product is COC=1C=C(C=C(C1O)OC)C=C1C(NC(N1)=O)=O (5-[(3,5-Dimethoxy-4-hydroxyphenyl)methylene]-2,4-imidazolidinedione). Isolated yield 75.7%. As a reaction SMILES: [CH3:1][O:2][C:3]1[CH:4]=[C:5]([CH:8]=[C:9]([O:12][CH3:13])[C:10]=1[OH:11])[CH:6]=O.[NH:14]1[CH2:20][C:18](=[O:19])[NH:17][C:15]1=[O:16].NCCC(O)=O>>[CH3:1][O:2][C:3]1[CH:4]=[C:5]([CH:6]=[C:20]2[NH:14][C:15](=[O:16])[NH:17][C:18]2=[O:19])[CH:8]=[C:9]([O:12][CH3:13])[C:10]=1[OH:11]. Procedure: Prepared according to the procedure described in Example 90 using 3,5-dimethoxy-4-hydroxybenzaldehyde (5.6 g, 30 mmoles), hydantoin (3.0 g, 30 mmoles), and β-alanine (1.4 g, 16 mmoles), to afford the pure product (6.0 g), mp 296°-297° C. Starting materials: CN(C)N, CO, [Na], CCOC(=O)NC1c2ccccc2Oc2ccccc21. The product is CN(C)NC(=O)NC1c2ccccc2Oc2ccccc21. RXN SMILES: [CH3:21][N:22]([NH2:23])[CH3:24].[CH3:26][OH:27].[Na:25].[cH:1]1[cH:2][cH:3][cH:4][c:5]2[c:14]1[CH:13]([NH:15][C:16]([O:17][CH2:18][CH3:19])=[O:20])[c:12]1[c:7]([cH:8][cH:9][cH:10][cH:11]1)[O:6]2>>[cH:1]1[cH:2][cH:3][cH:4][c:5]2[c:14]1[CH:13]([NH:15][C:16](=[O:20])[NH:23][N:22]([CH3:21])[CH3:24])[c:12]1[c:7]([cH:8][cH:9][cH:10][cH:11]1)[O:6]2.